From a dataset of the Open Reaction Database (ORD), a public repository of structured organic reaction records. describe an organic reaction: reactants, conditions, products, and yield Starting materials: ClC1=CC=CC=2N1N=C(C2C2=NC(=NC=C2)NC2CCCC2)C2=CC=C(C=C2)OC (4-[7-chloro-2-(4-methoxyphenyl)pyrazolo[1,5-a]pyridin-3-yl]-N-cyclopentylpyrimidin-2-amine), [N-]=[N+]=[N-].[Na+] (sodium azide), O (water), CCOCC (ether). The solvent is CN1C(CCC1)=O (1-methyl-2-pyrrolidinone). Reaction conditions: temperature 80 celsius. Product: C1(CCCC1)NC1=NC=CC(=N1)C=1C(=NN2C1C=CC=C2N)C2=CC=C(C=C2)OC (3-[2-(cyclopentylamino)pyrimidin-4-yl]-2-(4-methoxyphenyl)pyrazolo[1,5-a]pyridin-7-amine). Isolated yield 52.0%. Reaction SMILES: Cl[C:2]1[N:7]2[N:8]=[C:9]([C:23]3[CH:28]=[CH:27][C:26]([O:29][CH3:30])=[CH:25][CH:24]=3)[C:10]([C:11]3[CH:16]=[CH:15][N:14]=[C:13]([NH:17][CH:18]4[CH2:22][CH2:21][CH2:20][CH2:19]4)[N:12]=3)=[C:6]2[CH:5]=[CH:4][CH:3]=1.[N-:31]=[N+]=[N-].[Na+].O.CCOCC>CN1CCCC1=O>[CH:18]1([NH:17][C:13]2[N:12]=[C:11]([C:10]3[C:9]([C:23]4[CH:24]=[CH:25][C:26]([O:29][CH3:30])=[CH:27][CH:28]=4)=[N:8][N:7]4[C:2]([NH2:31])=[CH:3][CH:4]=[CH:5][C:6]=34)[CH:16]=[CH:15][N:14]=2)[CH2:19][CH2:20][CH2:21][CH2:22]1 |f:1.2|. Procedure: To a solution of 4-[7-chloro-2-(4-methoxyphenyl)pyrazolo[1,5-a]pyridin-3-yl]-N-cyclopentylpyrimidin-2-amine (100 mg, 0.24 mmol) in 1-methyl-2-pyrrolidinone (3 mL) was added sodium azide (200 mg, 3.1 mmol). The resulting suspension was heated at 80° C. until the reaction was judged complete by thin layer chromatography. The mixture was cooled to room temperature and water and ether were added. The organic layer was washed with brine. The aqueous layer was extracted with ether and the combined org... Reactants: saturated solution, [Cl-].[Na+] (sodium chloride), C(=O)(OCC)COC1=CC=C2CC[C@@H](CC2=C1)NC[C@@H](C1=CC=CC=C1)O (N-[(2S)-7-carbethoxymethoxy-1,2,3,4-tetrahydronaphth-2-yl]-(2R)-2-hydroxy-2-phenylethanamine), C(=O)(OCC)COC1=CC=C2CC[C@@H](CC2=C1)NC[C@@H](C1=CC=CC=C1)O (N-[(2S)-7-carbethoxymethoxy-1,2,3,4-tetrahydronaphth-2-yl]-(2R)-2-hydroxy-2-phenylethanamine), C(C)(C)(C)OC(=O)N[C@H]1CC2=CC(=CC=C2CC1)O ((R)-2-tert-butoxycarbonylamino-7-hydroxytetraline), Cl.N[C@@H]1CC2=CC(=CC=C2CC1)OCC(=O)OCC ((S)-2-amino-7-carbethoxymethoxytetraline hydrochloride), C([C@H](O)C1=CC=CC=C1)(=O)O ((R)-mandelic acid), benzotriazolyl-N-oxytris(dimethylamino)phosphonium hexafluorophosphate. Run in C(C)N(CC)CC (triethylamine), C(C)(=O)OCC (ethyl acetate), C(Cl)Cl (methylene chloride). Run at time 5 hour. Product: C(=O)(OCC)COC1=CC=C2CC[C@@H](CC2=C1)NC([C@H](O)C1=CC=CC=C1)=O (N-[(2S)-7-carbethoxymethoxy-1,2,3,4-tetrahydronaphth-2-yl]-(R)-mandelamide). Isolated yield 55.0%. Reaction SMILES: [C:1]([CH2:6][O:7][C:8]1[CH:17]=[C:16]2[C:11]([CH2:12][CH2:13][C@H:14]([NH:18][CH2:19][C@H:20]([OH:27])[C:21]3[CH:26]=[CH:25][CH:24]=[CH:23][CH:22]=3)[CH2:15]2)=[CH:10][CH:9]=1)([O:3][CH2:4][CH3:5])=[O:2].C([O:32]C(N[C@@H]1CCC2C(=CC(O)=CC=2)C1)=O)(C)(C)C.Cl.N[C@H]1CCC2C(=CC(OCC(OCC)=O)=CC=2)C1.C(O)(=O)[C@@H](C1C=CC=CC=1)O.[Cl-].[Na+]>C(Cl)Cl.C(OCC)(=O)C.C(N(CC)CC)C>[C:1]([CH2:6][O:7][C:8]1[CH:17]=[C:16]2[C:11]([CH2:12][CH2:13][C@H:14]([NH:18][C:19](=[O:32])[C@@H:20]([C:21]3[CH:22]=[CH:23][CH:24]=[CH:25][CH:26]=3)[OH:27])[CH2:15]2)=[CH:10][CH:9]=1)([O:3][CH2:4][CH3:5])=[O:2] |f:2.3,5.6|. Reported procedure: The product so obtained may be used for the preparation of N-[(2S)-7-carbethoxymethoxy-1,2,3,4-tetrahydronaphth-2-yl]-(2R)-2-hydroxy-2-phenylethanamine (R,S isomer of COMPOUND 1) as follows: (a) To a suspension of 5.7 g of (S)-2-amino-7-carbethoxymethoxytetraline hydrochloride, 3 g of (R)-mandelic acid and 8 g of benzotriazolyl-N-oxytris(dimethylamino)phosphonium hexafluorophosphate (BOP) in 100 ml of anhydrous methylene chloride, there is slowly added 5.6 ml of triethylamine, then the solution ... Starting materials: C(C)(=O)C1=NSC=C1C(=O)O (3-acetyl-4-isothiazole carboxylic acid), FC=1C=C(C=CC1)NC(=N)NN (N-(3-fluorophenyl)hydrazinecarboximidamide). The product is CC(=NNC(NC1=CC(=CC=C1)F)=N)C1=NSC=C1C(=O)O (2-[methyl(4-carboxy-3-isothiazolyl)methylene]-N-(3-fluorophenyl)hydrazinecarboximidamide), compound 17. As a reaction SMILES: [C:1]([C:4]1[C:8]([C:9]([OH:11])=[O:10])=[CH:7][S:6][N:5]=1)(=O)[CH3:2].[F:12][C:13]1[CH:14]=[C:15]([NH:19][C:20]([NH:22][NH2:23])=[NH:21])[CH:16]=[CH:17][CH:18]=1>>[CH3:2][C:1]([C:4]1[C:8]([C:9]([OH:11])=[O:10])=[CH:7][S:6][N:5]=1)=[N:23][NH:22][C:20](=[NH:21])[NH:19][C:15]1[CH:16]=[CH:17][CH:18]=[C:13]([F:12])[CH:14]=1. Reported procedure: Following the procedure of Example 7, 3-acetyl-4-isothiazole carboxylic acid (2.05 g, 12.0 mmol) and N-(3-fluorophenyl)hydrazinecarboximidamide (3.55 g, 12.0 mmol) are reacted together to give 2-[methyl(4-carboxy-3-isothiazolyl)methylene]-N-(3-fluorophenyl)hydrazinecarboximidamide, (compound 17). Reactants: C(O)([O-])=O.[Na+] (sodium hydrogen carbonate), COC=1C=C2C(=CC=NC2=CC1OC)OC1=CC=C(C=C1)N (6,7-Dimethoxy-4-(4-aminophenoxy)quinoline), FC1=C(N)C=CC=C1F (2,3-Difluoroaniline), ClC(Cl)(OC(OC(Cl)(Cl)Cl)=O)Cl (triphosgene). The solvent is C1(=CC=CC=C1)C (toluene), C(C)N(CC)CC (triethylamine). The product is FC1=C(C=CC=C1F)NC(=O)NC1=CC=C(C=C1)OC1=CC=NC2=CC(=C(C=C12)OC)OC (N-(2,3-Difluorophenyl)-N'-{4-[(6,7-dimethoxy-4-quinolyl)oxy]phenyl}urea). Isolated yield 78.8%. Reaction SMILES: [CH3:1][O:2][C:3]1[CH:4]=[C:5]2[C:10](=[CH:11][C:12]=1[O:13][CH3:14])[N:9]=[CH:8][CH:7]=[C:6]2[O:15][C:16]1[CH:21]=[CH:20][C:19]([NH2:22])=[CH:18][CH:17]=1.ClC(Cl)(O[C:27](=[O:33])OC(Cl)(Cl)Cl)Cl.[F:35][C:36]1[C:42]([F:43])=[CH:41][CH:40]=[CH:39][C:37]=1[NH2:38].C(=O)([O-])O.[Na+]>C1(C)C=CC=CC=1.C(N(CC)CC)C>[F:35][C:36]1[C:42]([F:43])=[CH:41][CH:40]=[CH:39][C:37]=1[NH:38][C:27]([NH:22][C:19]1[CH:18]=[CH:17][C:16]([O:15][C:6]2[C:5]3[C:10](=[CH:11][C:12]([O:13][CH3:14])=[C:3]([O:2][CH3:1])[CH:4]=3)[N:9]=[CH:8][CH:7]=2)=[CH:21][CH:20]=1)=[O:33] |f:3.4|. Procedure details: 6,7-Dimethoxy-4-(4-aminophenoxy)quinoline (50 mg) was dissolved in toluene (5 ml) with heat, after the addition of triethylamine (1 ml), triphosgene (55 mg) was added, and the admixture was refluxed with heat for 3 minutes. 2,3-Difluoroaniline (51 mg) was added to the reaction mixture, and the admixture was refluxed with heat for 20 minutes. After the addition of aqueous sodium hydrogen carbonate, the reaction mixture was extracted 2 times with ethyl acetate, and the organic layer was then washe... Starting materials: COC([C@@H](N)CC1CCCCC1)=O (β-cyclohexylalanine methyl ester), N[C@@H](C)C(=O)O (alanine), ClC=1C=C(C=CC1Cl)NC(C)C(=O)O (N-(3,4-dichlorophenyl)-D,L-alanine). Yields the product COC([C@@H](NC(C(NC1=CC(=C(C=C1)Cl)Cl)C)=O)CC1CCCCC1)=O (N-[N-(3,4-dichlorophenyl)-D,L-alanyl]-β-cyclohexylalanine methyl ester). RXN SMILES: [CH3:1][O:2][C:3](=[O:13])[C@H:4]([CH2:6][CH:7]1[CH2:12][CH2:11][CH2:10][CH2:9][CH2:8]1)[NH2:5].[Cl:14][C:15]1[CH:16]=[C:17]([NH:22][CH:23]([C:25](O)=[O:26])[CH3:24])[CH:18]=[CH:19][C:20]=1[Cl:21].N[C@H](C(O)=O)C>>[CH3:1][O:2][C:3](=[O:13])[C@H:4]([CH2:6][CH:7]1[CH2:12][CH2:11][CH2:10][CH2:9][CH2:8]1)[NH:5][C:25](=[O:26])[CH:23]([CH3:24])[NH:22][C:17]1[CH:18]=[CH:19][C:20]([Cl:21])=[C:15]([Cl:14])[CH:16]=1. Procedure: Following General Procedure D and using β-cyclohexylalanine methyl ester (prepared from β-cyclohexylalanine (Bachem) using General Procedure K) and N-(3,4-dichlorophenyl)-D,L-alanine, the title compound, as a mixture of diastereomers about alanine, was prepared as an oil. The reaction was monitored by tlc (Rf=0.27 (second isomer) and 0.30 (first isomer) in 35% EtOAc/hexanes) and purification was by flash chromatography (35% EtOAc/hexanes). The reactants are OC1=C(C=C(C=C1C(C)(C)C)C)N1N=C2C(=[N+]1[O-])C=CC(=C2)Cl (2-(2-hydroxy-3-t-butyl-5-methylphenyl)-5-chlorobenzotriazole-N-oxide), S(O)(O)(=O)=O (sulfuric acid). The solvent is O (water). Conditions: time 5 hour. Yields the product OC1=C(C=C(C=C1C(C)(C)C)C)N1N=C2C(=N1)C=CC(=C2)Cl (2-(2'-hydroxy-3'-t-butyl-5'-methylphenyl)-5-chlorobenzotriazole). Isolated yield 82.9%. Reaction SMILES: [OH:1][C:2]1[C:7]([C:8]([CH3:11])([CH3:10])[CH3:9])=[CH:6][C:5]([CH3:12])=[CH:4][C:3]=1[N:13]1[N+:17]([O-])=[C:16]2[CH:19]=[CH:20][C:21]([Cl:23])=[CH:22][C:15]2=[N:14]1.S(=O)(=O)(O)O>O>[OH:1][C:2]1[C:7]([C:8]([CH3:10])([CH3:9])[CH3:11])=[CH:6][C:5]([CH3:12])=[CH:4][C:3]=1[N:13]1[N:17]=[C:16]2[CH:19]=[CH:20][C:21]([Cl:23])=[CH:22][C:15]2=[N:14]1. Procedure: Example 4 from U.S. Pat. No. 4,835,284 is duplicated. 97% sodium hydroxide (8.2 g) is added and dissolved in a mixture of methanol (60 ml) and water (20 ml). 2-nitro-4-chloro-2'-hydroxy-3'-t-butyl-5'-methylazobenzene (11.6 g) is then added to the resultant solution at 50° to 60° C. over 30 minutes while stirring, and thereafter 2,3-dichloro-1,4-naphthoquinone (0.3 g) and 9-fluorenone (0.4 g) are added to the solution. Glucose (8 g) is then added to the resultant mixture at 40° to 50° C. over two... Reactants: O=C(n1ccnc1)n1ccnc1, COc1cc(OC)nc(Oc2ccccc2C(=O)O)n1, CC(C)S(N)(=O)=O, Cl, C1CCC2=NCCCN2CC1, C1CCOC1. Yields the product COc1cc(OC)nc(Oc2ccccc2C(=O)NS(=O)(=O)C(C)C)n1. RXN SMILES: [C:1]([n:2]1[cH:3][cH:4][n:5][cH:6]1)([n:7]1[cH:8][cH:9][n:10][cH:11]1)=[O:12].[CH3:13][O:14][c:15]1[n:16][c:17]([O:23][c:24]2[c:25]([C:26](=[O:27])[OH:28])[cH:29][cH:30][cH:31][cH:32]2)[n:18][c:19]([O:21][CH3:22])[cH:20]1.[CH3:33][CH:34]([CH3:35])[S:36](=[O:37])(=[O:38])[NH2:39].[ClH:51].[N:40]12[CH2:41][CH2:42][CH2:43][N:44]=[C:45]1[CH2:46][CH2:47][CH2:48][CH2:49][CH2:50]2.[O:52]1[CH2:53][CH2:54][CH2:55][CH2:56]1>>[CH3:13][O:14][c:15]1[n:16][c:17]([O:23][c:24]2[c:25]([C:26](=[O:28])[NH:39][S:36]([CH:34]([CH3:33])[CH3:35])(=[O:37])=[O:38])[cH:29][cH:30][cH:31][cH:32]2)[n:18][c:19]([O:21][CH3:22])[cH:20]1.